Task: describe an organic reaction: reactants, conditions, products, and yield. Dataset: the Open Reaction Database (ORD), a public repository of structured organic reaction records Reactants: C(C1=CC=CC=C1)SC1(CCC2(OCCO2)CC1)C[N+](=O)[O-] (8-(benzylthio)-8-(nitromethyl)-1,4-dioxaspiro[4.5]decane), [H-].[Al+3].[Li+].[H-].[H-].[H-] (lithium aluminum hydride), C(C)O (Ethanol), O (water). Run in O1CCCC1 (tetrahydrofuran), O1CCCC1 (tetrahydrofuran). Conditions: time 30 minute. Yields the product C(C1=CC=CC=C1)SC1(CCC2(OCCO2)CC1)CN (1-[8-(benzylthio)-1,4-dioxaspiro[4.5]dec-8-yl]methanamine). Isolated yield 123.3%. Reaction SMILES: [H-].[Al+3].[Li+].[H-].[H-].[H-].[CH2:7]([S:14][C:15]1([CH2:25][N+:26]([O-])=O)[CH2:24][CH2:23][C:18]2([O:22][CH2:21][CH2:20][O:19]2)[CH2:17][CH2:16]1)[C:8]1[CH:13]=[CH:12][CH:11]=[CH:10][CH:9]=1.C(O)C.O>O1CCCC1>[CH2:7]([S:14][C:15]1([CH2:25][NH2:26])[CH2:24][CH2:23][C:18]2([O:19][CH2:20][CH2:21][O:22]2)[CH2:17][CH2:16]1)[C:8]1[CH:13]=[CH:12][CH:11]=[CH:10][CH:9]=1 |f:0.1.2.3.4.5|. Procedure details: To a mixture of lithium aluminum hydride (2.63 g) and tetrahydrofuran (50 mL) was added a solution of 8-(benzylthio)-8-(nitromethyl)-1,4-dioxaspiro[4.5]decane (8.96 g) in tetrahydrofuran (80 mL) over 1 hr at room temperature, and the reaction mixture was stirred at room temperature for 30 min. Ethanol (15 mL) and water (10 mL) was successively added, and the resulting inorganic salt was removed by filtration. The filtrate was concentrated, and the residue was dissolved in ethyl acetate. The solu...